This data is from the Open Reaction Database (ORD), a public repository of structured organic reaction records. The task is: describe an organic reaction: reactants, conditions, products, and yield Reactants: CCOC(=O)C=C(C)c1ccc(Br)cc1, COc1ccc(OC)c(B(O)O)c1. Yields the product CCOC(=O)C=C(C)c1ccc(-c2cc(OC)ccc2OC)cc1. As a reaction SMILES: [Br:1][c:2]1[cH:3][cH:4][c:5]([C:8](=[CH:9][C:10](=[O:11])[O:12][CH2:13][CH3:14])[CH3:15])[cH:6][cH:7]1.[CH3:16][O:17][c:18]1[c:19]([B:26]([OH:27])[OH:28])[cH:20][c:21]([O:24][CH3:25])[cH:22][cH:23]1>>[c:2]1(-[c:19]2[c:18]([O:17][CH3:16])[cH:23][cH:22][c:21]([O:24][CH3:25])[cH:20]2)[cH:3][cH:4][c:5]([C:8](=[CH:9][C:10](=[O:11])[O:12][CH2:13][CH3:14])[CH3:15])[cH:6][cH:7]1.